Dataset: the Open Reaction Database (ORD), a public repository of structured organic reaction records. Task: describe an organic reaction: reactants, conditions, products, and yield The reactants are Cl (HCl), C1(=CC=CC=C1)CN(CCCNCCC(=O)OCC)CC1=CC=CC=C1 (N-[3-[bis(phenylmethyl)amino]propyl]-β-alanine, ethyl ester), O([K])C#N (KOCN), Cl.CC(C)O (HCl 2-propanol), O([K])C#N (KOCN). Reagents/catalysts: O([K])C#N (KOCN). Solvent: C(C)O (ethanol), O (water), CO (methanol), O (water). Run at time 15 minute. Product: C1(=CC=CC=C1)CN(CCCN1C(NC(CC1)=O)=O)CC1=CC=CC=C1 (1-[3-[bis(phenylmethyl)amino]propyl]dihydro-2,4(1H,3H)-pyrimidinedione). Reaction SMILES: [C:1]1([CH2:7][N:8]([CH2:20][C:21]2[CH:26]=[CH:25][CH:24]=[CH:23][CH:22]=2)[CH2:9][CH2:10][CH2:11][NH:12][CH2:13][CH2:14][C:15]([O:17]CC)=O)[CH:6]=[CH:5][CH:4]=[CH:3][CH:2]=1.Cl.CC(O)C.[O:32]([C:34]#[N:35])[K].Cl>C(O)C.CO.O.O(C#N)[K]>[C:21]1([CH2:20][N:8]([CH2:7][C:1]2[CH:2]=[CH:3][CH:4]=[CH:5][CH:6]=2)[CH2:9][CH2:10][CH2:11][N:12]2[CH2:13][CH2:14][C:15](=[O:17])[NH:35][C:34]2=[O:32])[CH:22]=[CH:23][CH:24]=[CH:25][CH:26]=1 |f:1.2|. Procedure details: Intermediate (52) was stirred in ethanol (150 ml). The mixture was acidified with HCl/2-propanol (±60 ml)+water (2 ml). The mixture was stirred for 15 minutes. The solvent was evaporated at 60° C. Ethanol was added to the residue. The solvent was evaporated. A mixture of methanol in water (70:30; 200 ml) was added to the residue and the mixture was stirred, then warmed slightly until complete dissolution. The acidic solution was added dropwise (over 30 minutes, under argon) to a solution of KOCN...